From a dataset of the Open Reaction Database (ORD), a public repository of structured organic reaction records. describe an organic reaction: reactants, conditions, products, and yield Starting materials: C(C1=CC=CC=C1)OC=1C(=C(C(=CC1)C(F)(F)F)CC(C(=O)OCC)=O)[N+](=O)[O-] (ethyl (3-benzyloxy-6-trifluoromethyl-2-nitrophenyl)pyruvate). The reagents and catalysts are [Cl-].[Ti+4].[Cl-].[Cl-].[Cl-] (titanium chloride). Solvent: C(C)O (ethanol). The product is C(C1=CC=CC=C1)OC=1C=CC(=C2C=C(NC12)C(=O)OCC)C(F)(F)F (Ethyl 7-benzyloxy-4-trifluoromethyl-2-indolecarboxylate). As a reaction SMILES: [CH2:1]([O:8][C:9]1[C:10]([N+:27]([O-])=O)=[C:11]([CH2:19][C:20](=O)[C:21]([O:23][CH2:24][CH3:25])=[O:22])[C:12]([C:15]([F:18])([F:17])[F:16])=[CH:13][CH:14]=1)[C:2]1[CH:7]=[CH:6][CH:5]=[CH:4][CH:3]=1>[Cl-].[Ti+4].[Cl-].[Cl-].[Cl-].C(O)C>[CH2:1]([O:8][C:9]1[CH:14]=[CH:13][C:12]([C:15]([F:18])([F:17])[F:16])=[C:11]2[C:10]=1[NH:27][C:20]([C:21]([O:23][CH2:24][CH3:25])=[O:22])=[CH:19]2)[C:2]1[CH:7]=[CH:6][CH:5]=[CH:4][CH:3]=1 |f:1.2.3.4.5|. Procedure details: The reaction was carried out in a manner similar to Reference Example 12 c) except for using 10.9 g (26.7 mmol) of ethyl (3-benzyloxy-6-trifluoromethyl-2-nitrophenyl)pyruvate, 165 g (213 mol) of 20% titanium chloride aqueous solution and 100 ml of ethanol. Ethyl 7-benzyloxy-4-trifluoromethyl-2-indolecarboxylate was thus obtained in the yield of 8.00 g (82.6%). The reactants are crude product, C([O-])([O-])=O.[Cs+].[Cs+] (Cesium carbonate), ClC1=CC=C(C=C1)N1S(NC2=C1C=CC=C2)(=O)=O (1-(4-chlorophenyl)-1,3-dihydro-2,1,3-benzothiadiazole 2,2-dioxide), BrCCCCBr (1,4-dibromobutane). Run in CN(C)C=O (DMF), C(C)OCC (diethyl ether). Run at time 3 hour. The product is BrCCCCN1S(N(C2=C1C=CC=C2)C2=CC=C(C=C2)Cl)(=O)=O (1-(4-bromobutyl)-3-(4-chlorophenyl)-1,3-dihydro-2,1,3-benzothiadiazole 2,2-dioxide). Yield: 59.0%. Reaction SMILES: C(=O)([O-])[O-].[Cs+].[Cs+].[Cl:7][C:8]1[CH:13]=[CH:12][C:11]([N:14]2[C:18]3[CH:19]=[CH:20][CH:21]=[CH:22][C:17]=3[NH:16][S:15]2(=[O:24])=[O:23])=[CH:10][CH:9]=1.[Br:25][CH2:26][CH2:27][CH2:28][CH2:29]Br>CN(C=O)C.C(OCC)C>[Br:25][CH2:26][CH2:27][CH2:28][CH2:29][N:16]1[C:17]2[CH:22]=[CH:21][CH:20]=[CH:19][C:18]=2[N:14]([C:11]2[CH:12]=[CH:13][C:8]([Cl:7])=[CH:9][CH:10]=2)[S:15]1(=[O:23])=[O:24] |f:0.1.2|. Procedure: Cesium carbonate (0.29 g, 0.9 mmol) was added to a solution of 1-(4-chlorophenyl)-1,3-dihydro-2,1,3-benzothiadiazole 2,2-dioxide (Made analogously as in general procedure I, 0.25 g, 0.9 mmol), and 1,4-dibromobutane (0.42 mL, 3.6 mmol) in dry DMF (5.0 mL) under nitrogen. After 3 h, the reaction mixture was diluted with diethyl ether and washed with water and brine. The ether layer was dried over magnesium sulfate, filtered and concentrated in vacuo to give 0.41 g of crude product. The crude produ...